This data is from the Open Reaction Database (ORD), a public repository of structured organic reaction records. The task is: describe an organic reaction: reactants, conditions, products, and yield The reactants are COC(=O)c1cncc(Oc2ccc([N+](=O)[O-])cc2)c1, CO. Product: COC(=O)c1cncc(Oc2ccc(N)cc2)c1. As a reaction SMILES: [CH3:1][O:2][C:3](=[O:4])[c:5]1[cH:6][n:7][cH:8][c:9]([O:11][c:12]2[cH:13][cH:14][c:15]([N+:18]([O-:19])=[O:20])[cH:16][cH:17]2)[cH:10]1.[CH3:21][OH:22]>>[CH3:1][O:2][C:3](=[O:4])[c:5]1[cH:6][n:7][cH:8][c:9]([O:11][c:12]2[cH:13][cH:14][c:15]([NH2:18])[cH:16][cH:17]2)[cH:10]1.